Task: describe an organic reaction: reactants, conditions, products, and yield. Dataset: the Open Reaction Database (ORD), a public repository of structured organic reaction records The reactants are C([O-])([O-])=O.[K+].[K+] (Potassium carbonate), CNC1=CC(=CC(=N1)C1=NC=CC=C1)C=1C=NC=C(C1)C=1C=C(C=CC1)O (3-(6′-Methylamino-[2,2′;4′,3″]terpyridin-5″-yl)-phenol), ClCCN1CCCC1 (1-(2-Chloro-ethyl)-pyrrolidine). Solvent: C(Cl)Cl (DCM), C(C)#N (acetonitrile). The product is CNC1=CC(=CC(=N1)C1=NC=CC=C1)C=1C=NC=C(C1)C1=CC(=CC=C1)OCCN1CCCC1 (Methyl-{5″-[3-(2-pyrrolidin-1-yl-ethoxy)-phenyl]-[2,2′;4′,3″]terpyridin-6′-yl}-amine). Reaction SMILES: C(=O)([O-])[O-].[K+].[K+].[CH3:7][NH:8][C:9]1[N:14]=[C:13]([C:15]2[CH:20]=[CH:19][CH:18]=[CH:17][N:16]=2)[CH:12]=[C:11]([C:21]2[CH:22]=[N:23][CH:24]=[C:25]([C:27]3[CH:28]=[C:29]([OH:33])[CH:30]=[CH:31][CH:32]=3)[CH:26]=2)[CH:10]=1.Cl[CH2:35][CH2:36][N:37]1[CH2:41][CH2:40][CH2:39][CH2:38]1>C(#N)C.C(Cl)Cl>[CH3:7][NH:8][C:9]1[N:14]=[C:13]([C:15]2[CH:20]=[CH:19][CH:18]=[CH:17][N:16]=2)[CH:12]=[C:11]([C:21]2[CH:22]=[N:23][CH:24]=[C:25]([C:27]3[CH:32]=[CH:31][CH:30]=[C:29]([O:33][CH2:35][CH2:36][N:37]4[CH2:41][CH2:40][CH2:39][CH2:38]4)[CH:28]=3)[CH:26]=2)[CH:10]=1 |f:0.1.2|. Procedure details: Potassium carbonate (3.0 eq, 0.686 mmol, 95 mg) is added to a suspension of 3-(6′-Methylamino-[2,2′;4′,3″]terpyridin-5″-yl)-phenol (Example 2.189, step 1) (1.0 eq, 0.229 mmol, 81 mg) in dry acetonitrile (2.0 ml) under an inert atmosphere of nitrogen. 1-(2-Chloro-ethyl)-pyrrolidine (3 eq, 0.686 mmol, 92 mg) is added and the reaction is heated using microwave radiation at 150° C. for 2 hours. The reaction mixture is dissolved in DCM and washed with water. The organic layer is washed with brine, dr... Reactants: SCCC(=O)O (3-mercaptopropanoic acid), C1CC(CCC1CN2C(=O)C=CC2=O)C(=O)ON3C(=O)CCC3=O (N-succinimidyl 4-(maleimidomethyl)cyclohexane-1-carboxylate), CCN(C(C)C)C(C)C (DIEA). Yields the product C1CC(CCC1CN2C(=O)C=CC2=O)C(=O)ON3C(=O)CCC3=O (SMCC), SCCC(=O)O.C1CC(CCC1CN2C(=O)C=CC2=O)C(=O)ON3C(=O)CCC3=O (MPr SMCC). Reaction SMILES: [SH:1][CH2:2][CH2:3][C:4]([OH:6])=[O:5].[CH2:7]1[CH:12]([CH2:13][N:14]2[C:19](=[O:20])[CH:18]=[CH:17][C:15]2=[O:16])[CH2:11][CH2:10][CH:9]([C:21]([O:23][N:24]2[C:29](=[O:30])[CH2:28][CH2:27][C:25]2=[O:26])=[O:22])[CH2:8]1.CCN(C(C)C)C(C)C>>[CH2:7]1[CH:12]([CH2:13][N:14]2[C:19](=[O:20])[CH:18]=[CH:17][C:15]2=[O:16])[CH2:11][CH2:10][CH:9]([C:21]([O:23][N:24]2[C:25](=[O:26])[CH2:27][CH2:28][C:29]2=[O:30])=[O:22])[CH2:8]1.[SH:1][CH2:2][CH2:3][C:4]([OH:6])=[O:5].[CH2:7]1[CH:12]([CH2:13][N:14]2[C:19](=[O:20])[CH:18]=[CH:17][C:15]2=[O:16])[CH2:11][CH2:10][CH:9]([C:21]([O:23][N:24]2[C:25](=[O:26])[CH2:27][CH2:28][C:29]2=[O:30])=[O:22])[CH2:8]1 |f:4.5|. Procedure details: The drug-linker SMCC-MDC was prepared in the following reactions: (1) 3-mercaptopropanoic acid (MPr) was reacted with N-succinimidyl 4-(maleimidomethyl)cyclohexane-1-carboxylate (SMCC) in the presence of DIEA, giving the MPr-SMCC at a yield of over 95%; Secondly, condensation of N-Me-L-Ala-MDC, which was prepared by deprotection of Fmoc-N-Me-Ala-MDC under a base piperidine in CH3CN, with MPr-SMCC under a coupling reagent EDC, giving the desired coupled product SMCC-MDC in 60-70% yield over two s...